This data is from the Open Reaction Database (ORD), a public repository of structured organic reaction records. The task is: describe an organic reaction: reactants, conditions, products, and yield The reactants are C([O-])([O-])=O.[K+].[K+] (potassium carbonate), FC1=C(C=CC=C1F)B(O)O (2,3-difluorobenzeneboronic acid), ClC=1C(=NC=CN1)N1CCN(CC1)CC=1C=NN(C1)C (3′-chloro-4-(1-methyl-1H-pyrazol-4-ylmethyl)-3,4,5,6-tetrahydro-2H-[1,2′]bipyrazinyl). The reagents and catalysts are C=1C=CC(=CC1)[P](C=2C=CC=CC2)(C=3C=CC=CC3)[Pd]([P](C=4C=CC=CC4)(C=5C=CC=CC5)C=6C=CC=CC6)([P](C=7C=CC=CC7)(C=8C=CC=CC8)C=9C=CC=CC9)[P](C=1C=CC=CC1)(C=1C=CC=CC1)C=1C=CC=CC1 (tetrakis(triphenylphosphine)palladium(0)). Run in CN(C(C)=O)C (N,N-dimethylacetamide), O (water). The product is CN1N=CC(=C1)CN1CCN(CC1)C1=NC=CN=C1C1=C(C(=CC=C1)F)F (4-(1-Methyl-1H-pyrazol-4-ylmethyl)-3′-(2,3-difluorophenyl)-3,4,5,6-tetrahydro-2H-[1,2′]bipyrazine). Yield: 25.9%. RXN SMILES: Cl[C:2]1[C:3]([N:8]2[CH2:13][CH2:12][N:11]([CH2:14][C:15]3[CH:16]=[N:17][N:18]([CH3:20])[CH:19]=3)[CH2:10][CH2:9]2)=[N:4][CH:5]=[CH:6][N:7]=1.C(=O)([O-])[O-].[K+].[K+].[F:27][C:28]1[C:33]([F:34])=[CH:32][CH:31]=[CH:30][C:29]=1B(O)O>CN(C)C(=O)C.O.C1C=CC([P]([Pd]([P](C2C=CC=CC=2)(C2C=CC=CC=2)C2C=CC=CC=2)([P](C2C=CC=CC=2)(C2C=CC=CC=2)C2C=CC=CC=2)[P](C2C=CC=CC=2)(C2C=CC=CC=2)C2C=CC=CC=2)(C2C=CC=CC=2)C2C=CC=CC=2)=CC=1>[CH3:20][N:18]1[CH:19]=[C:15]([CH2:14][N:11]2[CH2:12][CH2:13][N:8]([C:3]3[C:2]([C:32]4[CH:31]=[CH:30][CH:29]=[C:28]([F:27])[C:33]=4[F:34])=[N:7][CH:6]=[CH:5][N:4]=3)[CH2:9][CH2:10]2)[CH:16]=[N:17]1 |f:1.2.3,^1:48,50,69,88|. Reported procedure: Dissolve 3′-chloro-4-(1-methyl-1H-pyrazol-4-ylmethyl)-3,4,5,6-tetrahydro-2H-[1,2′]bipyrazinyl (160 mg, 0.55 mmol) in N,N-dimethylacetamide (4 mL) and water (2 mL) and purge with nitrogen for 0.5 hr. Add potassium carbonate (180 mg, 1.30 mmol) then 2,3-difluorobenzeneboronic acid (100 mg, 0.66 mmol) and purge with nitrogen for 0.5 hr. Add tetrakis(triphenylphosphine)palladium(0) (0.01 g, 0.0086 mmol) and heat at 110° C. for 3.25 hr. Cool to room temperature and purify (silica gel chromatography, ... The reactants are C(C1=CC=CC=C1)(=O)O[C@]1(C(CO)=O)CC[C@H]2[C@@H]3C[C@@H](C4=CC(CC[C@]4(C)[C@H]3[C@H](C[C@]12C)O)=O)C (17-benzoyloxy-11β,21-dihydroxy-6α-methyl-4-pregnene-3,20-dione), C(C)(=O)OC(C)=O (acetic anhydride). Yields the product C(C)(=O)OCC([C@]1(CC[C@H]2[C@@H]3C[C@@H](C4=CC(CC[C@]4(C)[C@H]3[C@H](C[C@]12C)O)=O)C)OC(C1=CC=CC=C1)=O)=O (21-acetoxy-17-benzoyloxy-11β-hydroxy-6α-methyl-4-pregnene-3,20-dione). Reaction SMILES: [C:1]([O:9][C@:10]1([C@:31]2([CH3:32])[C@H:17]([C@H:18]3[C@H:28]([C@@H:29]([OH:33])[CH2:30]2)[C@:26]2([CH3:27])[C:21](=[CH:22][C:23](=[O:34])[CH2:24][CH2:25]2)[C@@H:20]([CH3:35])[CH2:19]3)[CH2:16][CH2:15]1)[C:11](=[O:14])[CH2:12][OH:13])(=[O:8])[C:2]1[CH:7]=[CH:6][CH:5]=[CH:4][CH:3]=1.[C:36](OC(=O)C)(=[O:38])[CH3:37]>>[C:36]([O:13][CH2:12][C:11](=[O:14])[C@:10]1([O:9][C:1](=[O:8])[C:2]2[CH:7]=[CH:6][CH:5]=[CH:4][CH:3]=2)[C@:31]2([CH3:32])[C@H:17]([C@H:18]3[C@H:28]([C@@H:29]([OH:33])[CH2:30]2)[C@:26]2([CH3:27])[C:21](=[CH:22][C:23](=[O:34])[CH2:24][CH2:25]2)[C@@H:20]([CH3:35])[CH2:19]3)[CH2:16][CH2:15]1)(=[O:38])[CH3:37]. Reported procedure: Analogously to Example 9, 2.2 g of 17-benzoyloxy-11β,21-dihydroxy-6α-methyl-4-pregnene-3,20-dione is reacted with acetic anhydride and worked up as usual. The crude product is purified on 350 g of silica gel with a methylene chloride-acetone gradient (0-8% acetone), thus isolating 1.6 g of 21-acetoxy-17-benzoyloxy-11β-hydroxy-6α-methyl-4-pregnene-3,20-dione, mp 210° C.